From a dataset of the Open Reaction Database (ORD), a public repository of structured organic reaction records. describe an organic reaction: reactants, conditions, products, and yield Procedure: is Hydrogen chloride in dioxane (5.67 mL, 22.67 mmol) was added to a solution of di-tert-butyl 1-(2-methylpyridin-3-yl)hydrazine-1,2-dicarboxylate (Intermediate V1) (733 mg, 2.27 mmol) in IPA (10 mL). The reaction mixture was heated at reflux for 20 mins. The reaction mixture was allowed to cool and then diluted with diethyl ether (30 mL). The resultant precipitate was collected by filtration and dried in vacuo to afford 3-hydrazinyl-2-methylpyridine hydrochloride (362 mg, 100%). 1H NMR (400 MHz... RXN SMILES: [ClH:1].O1CCOCC1.[CH3:8][C:9]1[C:14]([N:15](C(OC(C)(C)C)=O)[NH:16]C(OC(C)(C)C)=O)=[CH:13][CH:12]=[CH:11][N:10]=1>CC(O)C.C(OCC)C>[ClH:1].[NH:15]([C:14]1[C:9]([CH3:8])=[N:10][CH:11]=[CH:12][CH:13]=1)[NH2:16] |f:5.6|. Run in C(C)OCC (diethyl ether), CC(C)O (IPA). The product is Cl.N(N)C=1C(=NC=CC1)C (3-hydrazinyl-2-methylpyridine hydrochloride). Yield: 100.0%. Reactants: Cl (Hydrogen chloride), O1CCOCC1 (dioxane), CC1=NC=CC=C1N(NC(=O)OC(C)(C)C)C(=O)OC(C)(C)C (di-tert-butyl 1-(2-methylpyridin-3-yl)hydrazine-1,2-dicarboxylate).